This data is from the Open Reaction Database (ORD), a public repository of structured organic reaction records. The task is: describe an organic reaction: reactants, conditions, products, and yield Starting materials: C(C)C1(CCCCC1)C(C=CC(=O)O)=O (4-(1-ethylcyclohexyl)-4-oxo-2-butenoic acid), NN (hydrazine). Run in C(C)O (ethanol). Reaction conditions: time 18 hour. The product is C(C)C1(CCCCC1)C=1C=CC(NN1)=O (6-(1-ethylcyclohexyl)-3-pyridazinone). RXN SMILES: [CH2:1]([C:3]1([C:9](=O)[CH:10]=[CH:11][C:12]([OH:14])=O)[CH2:8][CH2:7][CH2:6][CH2:5][CH2:4]1)[CH3:2].[NH2:16][NH2:17]>C(O)C>[CH2:1]([C:3]1([C:9]2[CH:10]=[CH:11][C:12](=[O:14])[NH:16][N:17]=2)[CH2:8][CH2:7][CH2:6][CH2:5][CH2:4]1)[CH3:2]. Reported procedure: To 14.0 g. of 4-(1-ethylcyclohexyl)-4-oxo-2-butenoic acid was added 100 ml. of ethanol and 4 g. of hydrazine. The mixture was stirred under reflux under a 300 watt sun-lamp in a 100 ml. Pyrex flask for 18 hours. The lamp was placed 5 cm. from the flask and emitted light of wave lengths primarily between 200 and 800 mμ. The mixture was then evaporated to dryness under vacuum, and to the residue was added 1000 ml. of diethyl ether. The ether solution was washed with 500 ml. of 0.1 N hydrochloric a... Reactants: CC(C)(C)OC(=O)N1CCN(CC2(O)CCN(c3ccncn3)CC2)C(=O)C1, CCOC(C)=O, Cl, C1CCOC1. The product is Cl, O=C1CNCCN1CC1(O)CCN(c2ccncn2)CC1. Reaction SMILES: [C:1]([O:2][C:3](=[O:4])[N:8]1[CH2:9][C:10](=[O:28])[N:11]([CH2:14][C:15]2([OH:27])[CH2:16][CH2:17][N:18]([c:21]3[n:22][cH:23][n:24][cH:25][cH:26]3)[CH2:19][CH2:20]2)[CH2:12][CH2:13]1)([CH3:5])([CH3:6])[CH3:7].[CH3:35][CH2:36][O:37][C:38](=[O:39])[CH3:40].[ClH:29].[O:30]1[CH2:31][CH2:32][CH2:33][CH2:34]1>>[ClH:29].[NH:8]1[CH2:9][C:10](=[O:28])[N:11]([CH2:14][C:15]2([OH:27])[CH2:16][CH2:17][N:18]([c:21]3[n:22][cH:23][n:24][cH:25][cH:26]3)[CH2:19][CH2:20]2)[CH2:12][CH2:13]1. Reactants: Cc1csc(Nc2cc(OC3CCCN(C(=O)OC(C)(C)C)C3)ccn2)n1, ClCCl, O=C(O)C(F)(F)F, [Na+], O=C([O-])O. The product is Cc1csc(Nc2cc(OC3CCCNC3)ccn2)n1. Reaction SMILES: [CH3:1][c:2]1[n:3][c:4]([NH:7][c:8]2[n:9][cH:10][cH:11][c:12]([O:14][CH:15]3[CH2:16][N:17]([C:21]([O:22][C:23]([CH3:24])([CH3:25])[CH3:26])=[O:27])[CH2:18][CH2:19][CH2:20]3)[cH:13]2)[s:5][cH:6]1.[Cl:40][CH2:41][Cl:42].[F:28][C:29]([F:30])([F:31])[C:32]([OH:33])=[O:34].[Na+:39].[O-:35][C:36]([OH:37])=[O:38]>>[CH3:1][c:2]1[n:3][c:4]([NH:7][c:8]2[n:9][cH:10][cH:11][c:12]([O:14][CH:15]3[CH2:16][NH:17][CH2:18][CH2:19][CH2:20]3)[cH:13]2)[s:5][cH:6]1. The solvent is CN(C=O)C (dimethylformamide). The product is ClC1=C(NC2=C(C=CC=C2)CC(=O)OC2OC(=O)C3=CC=CC=C23)C(=CC=C1)Cl (phthalidyl 2-(2,6-dichloroanilino)-phenylacetate). Conditions: time 24 hour. Procedure: To a stirred solution of 10.65 g of 3-bromophthalide in 120 ml of dimethylformamide at room temperature is added 15.9 g of sodium 2-(2,6-dichloroanilino)-phenylacetate. The reaction mixture is stirred 24 hours at the room temperature, and then poured into 500 ml of ice water. After extraction with chloroform, the aqueous phase is washed with an aqueous solution of sodium bicarbonate, then with water and finally it is dried on anhydrous sodium sulfate and evaporated to dryness to yield the phthal... Reaction SMILES: Br[CH:2]1[C:11]2[C:6](=[CH:7][CH:8]=[CH:9][CH:10]=2)[C:4](=[O:5])[O:3]1.[Cl:12][C:13]1[CH:29]=[CH:28][CH:27]=[C:26]([Cl:30])[C:14]=1[NH:15][C:16]1[CH:21]=[CH:20][CH:19]=[CH:18][C:17]=1[CH2:22][C:23]([O-:25])=[O:24].[Na+]>CN(C)C=O>[Cl:12][C:13]1[CH:29]=[CH:28][CH:27]=[C:26]([Cl:30])[C:14]=1[NH:15][C:16]1[CH:21]=[CH:20][CH:19]=[CH:18][C:17]=1[CH2:22][C:23]([O:25][CH:2]1[C:11]2[C:6](=[CH:7][CH:8]=[CH:9][CH:10]=2)[C:4](=[O:5])[O:3]1)=[O:24] |f:1.2|. Isolated yield 70.0%. Reactants: BrC1OC(=O)C2=CC=CC=C12 (3-bromophthalide), ClC1=C(NC2=C(C=CC=C2)CC(=O)[O-])C(=CC=C1)Cl.[Na+] (sodium 2-(2,6-dichloroanilino)-phenylacetate), ice water. The reactants are FC(C(=O)O)(F)F.COC=1C=C2C(=CN(C2=CC1OC)C)C1=CC=2C(=NC=CC2CNC=2N(N=CC2)C)N1S(=O)(=O)C1=CC=C(C=C1)C ([2-(5,6-dimethoxy-1-methyl-1H-indol-3-yl)-1-(toluene-4-sulfonyl)-1H-pyrrolo[2,3-b]pyrid-4-ylmethyl](2-methyl-2H-pyrazol-3-yl)amine trifluoroacetate), [OH-].[K+] (potassium hydroxide). Product: COC=1C=C2C(=CN(C2=CC1OC)C)C1=CC=2C(=NC=CC2CNC=2N(N=CC2)C)N1 ([2-(5,6-dimethoxy-1-methyl-1H-indol-3-yl)-1H-pyrrolo[2,3-b]pyrid-4-ylmethyl](2-methyl-2H-pyrazol-3-yl)amine). Isolated yield 49.3%. Reaction SMILES: FC(F)(F)C(O)=O.[CH3:8][O:9][C:10]1[CH:11]=[C:12]2[C:16](=[CH:17][C:18]=1[O:19][CH3:20])[N:15]([CH3:21])[CH:14]=[C:13]2[C:22]1[N:38](S(C2C=CC(C)=CC=2)(=O)=O)[C:25]2=[N:26][CH:27]=[CH:28][C:29]([CH2:30][NH:31][C:32]3[N:33]([CH3:37])[N:34]=[CH:35][CH:36]=3)=[C:24]2[CH:23]=1.[OH-].[K+]>>[CH3:8][O:9][C:10]1[CH:11]=[C:12]2[C:16](=[CH:17][C:18]=1[O:19][CH3:20])[N:15]([CH3:21])[CH:14]=[C:13]2[C:22]1[NH:38][C:25]2=[N:26][CH:27]=[CH:28][C:29]([CH2:30][NH:31][C:32]3[N:33]([CH3:37])[N:34]=[CH:35][CH:36]=3)=[C:24]2[CH:23]=1 |f:0.1,2.3|. Procedure: [2-(5,6-dimethoxy-1-methyl-1H-indol-3-yl)-1H-pyrrolo[2,3-b]pyrid-4-ylmethyl](2-methyl-2H-pyrazol-3-yl)amine is prepared as described in Example 179a starting with 0.08 g of [2-(5,6-dimethoxy-1-methyl-1H-indol-3-yl)-1-(toluene-4-sulfonyl)-1H-pyrrolo[2,3-b]pyrid-4-ylmethyl](2-methyl-2H-pyrazol-3-yl)amine trifluoroacetate instead of the [2-(5,6-dimethoxy-1-methyl-1H-indol-3-yl)-1-(toluene-4-sulfonyl)-1H-pyrrolo[2,3-b]pyrid-4-ylmethyl](4-trifluoromethylsulfanylbenzyl)amine used in Example 179a and 0... Yields the product C(C)OC(C(C)(OC1=C(C=C(C=C1)OCC=1C(=NC(=NC1)C1=CC=C(C=C1)OC(F)(F)F)C(F)(F)F)C)C)=O (2-methyl-2-{2-methyl-4-[2-(4-trifluoromethoxy-phenyl)-4-trifluoromethyl-pyrimidin-5-ylmethoxy]-phenoxy}-propionic acid ethyl ester). RXN SMILES: [CH2:1]([O:3][C:4](=[O:17])[C:5]([O:8][C:9]1[CH:14]=[CH:13][C:12]([OH:15])=[CH:11][C:10]=1[CH3:16])([CH3:7])[CH3:6])[CH3:2].[F:18][C:19]([F:43])([F:42])[O:20][C:21]1[CH:26]=[CH:25][C:24]([C:27]2[N:32]=[C:31]([C:33]([F:36])([F:35])[F:34])[C:30]([CH2:37]OS(Cl)=O)=[CH:29][N:28]=2)=[CH:23][CH:22]=1>>[CH2:1]([O:3][C:4](=[O:17])[C:5]([CH3:6])([O:8][C:9]1[CH:14]=[CH:13][C:12]([O:15][CH2:37][C:30]2[C:31]([C:33]([F:36])([F:34])[F:35])=[N:32][C:27]([C:24]3[CH:25]=[CH:26][C:21]([O:20][C:19]([F:42])([F:43])[F:18])=[CH:22][CH:23]=3)=[N:28][CH:29]=2)=[CH:11][C:10]=1[CH3:16])[CH3:7])[CH3:2]. Reported procedure: In analogy to the procedures described in example 101A], 2-(4-hydroxy-2-methyl-phenoxy)-2-methyl-propionic acid ethyl ester (described in WO 02/092590) was reacted with chlorosulfurous acid 2-(4-trifluoromethoxy-phenyl)-4-trifluoromethyl-pyrimidin-5-ylmethyl ester (example 111F]) to give 2-methyl-2-{2-methyl-4-[2-(4-trifluoromethoxy-phenyl)-4-trifluoromethyl-pyrimidin-5-ylmethoxy]-phenoxy}-propionic acid ethyl ester, which was subsequently saponified in analogy to the procedure described in exam... The reactants are C(C)OC(C(C)(C)OC1=C(C=C(C=C1)O)C)=O (2-(4-hydroxy-2-methyl-phenoxy)-2-methyl-propionic acid ethyl ester), FC(OC1=CC=C(C=C1)C1=NC=C(C(=N1)C(F)(F)F)COS(=O)Cl)(F)F (chlorosulfurous acid 2-(4-trifluoromethoxy-phenyl)-4-trifluoromethyl-pyrimidin-5-ylmethyl ester). Reactants: C=O, CC(=O)O, CO, ClCCl, COc1cc(C#N)c([N+](=O)[O-])cc1OCC1CCNCC1. Yields the product COc1cc(C#N)c([N+](=O)[O-])cc1OCC1CCN(C)CC1. RXN SMILES: [CH2:22]=[O:23].[CH3:24][C:25](=[O:26])[OH:27].[CH3:31][OH:32].[Cl:28][CH2:29][Cl:30].[N+:1](=[O:2])([O-:3])[c:4]1[c:5]([C:6]#[N:7])[cH:8][c:9]([O:20][CH3:21])[c:10]([O:12][CH2:13][CH:14]2[CH2:15][CH2:16][NH:17][CH2:18][CH2:19]2)[cH:11]1>>[N+:1](=[O:2])([O-:3])[c:4]1[c:5]([C:6]#[N:7])[cH:8][c:9]([O:20][CH3:21])[c:10]([O:12][CH2:13][CH:14]2[CH2:15][CH2:16][N:17]([CH3:24])[CH2:18][CH2:19]2)[cH:11]1.